This data is from the Open Reaction Database (ORD), a public repository of structured organic reaction records. The task is: describe an organic reaction: reactants, conditions, products, and yield Starting materials: CC(C)(C)O, CC(C)(C)c1cccc(C(C)(C)C)c1O, CCCCN1C(=O)C=CC1=O, CC(C)(C)[O-], CC(=O)O, [H-], [Na+], [Na+], O. Product: CCCCN1C(=O)CC(c2cc(C(C)(C)C)c(O)c(C(C)(C)C)c2)C1=O. As a reaction SMILES: [C:35]([OH:36])([CH3:37])([CH3:38])[CH3:39].[C:9]([CH3:10])([CH3:11])([CH3:12])[c:13]1[c:14]([OH:23])[c:15]([C:19]([CH3:20])([CH3:21])[CH3:22])[cH:16][cH:17][cH:18]1.[CH2:24]([CH2:25][CH2:26][CH3:27])[N:28]1[C:29](=[O:34])[CH:30]=[CH:31][C:32]1=[O:33].[CH3:1][C:2]([CH3:3])([O-:4])[CH3:5].[CH3:41][C:42](=[O:43])[OH:44].[H-:7].[Na+:6].[Na+:8].[OH2:40]>>[C:9]([CH3:10])([CH3:11])([CH3:12])[c:13]1[c:14]([OH:23])[c:15]([C:19]([CH3:20])([CH3:21])[CH3:22])[cH:16][c:17]([CH:31]2[CH2:30][C:29](=[O:34])[N:28]([CH2:24][CH2:25][CH2:26][CH3:27])[C:32]2=[O:33])[cH:18]1. Starting materials: Cc1ccccc1, CC(C)OC(=O)N=NC(=O)OC(C)C, Oc1ccc(Cl)cc1, c1ccc(P(c2ccccc2)c2ccccc2)cc1, CC(O)c1ccnc2ncnn12. Yields the product CC(Oc1ccc(Cl)cc1)c1ccnc2ncnn12. RXN SMILES: [CH3:54][c:55]1[cH:56][cH:57][cH:58][cH:59][cH:60]1.[O:40]=[C:41]([O:42][CH:43]([CH3:44])[CH3:45])[N:46]=[N:47][C:48]([O:49][CH:50]([CH3:51])[CH3:52])=[O:53].[OH:1][c:2]1[cH:3][cH:4][c:5]([Cl:6])[cH:7][cH:8]1.[c:21]1([P:22]([c:23]2[cH:24][cH:25][cH:26][cH:27][cH:28]2)[c:29]2[cH:30][cH:31][cH:32][cH:33][cH:34]2)[cH:35][cH:36][cH:37][cH:38][cH:39]1.[n:9]1[cH:10][n:11][c:12]2[n:13]1[c:14]([CH:18]([CH3:19])[OH:20])[cH:15][cH:16][n:17]2>>[O:1]([c:2]1[cH:3][cH:4][c:5]([Cl:6])[cH:7][cH:8]1)[CH:18]([c:14]1[n:13]2[n:9][cH:10][n:11][c:12]2[n:17][cH:16][cH:15]1)[CH3:19]. The reactants are BrC1=NC(=CC=C1)Br (2,6-dibromopyridine), ice, BrC1=NC(=CC=C1)Br (2,6-dibromopyridine), OO (H2O2). Run in FC(C(=O)O)(F)F (trifluoroacetic acid). Conditions: temperature 100 celsius. Yields the product BrC1=[N+](C(=CC=C1)Br)[O-] (2,6-dibromopyridine 1-oxide). The yield is 90.0%. As a reaction SMILES: [Br:1][C:2]1[CH:7]=[CH:6][CH:5]=[C:4]([Br:8])[N:3]=1.[OH:9]O>FC(F)(F)C(O)=O>[Br:1][C:2]1[CH:7]=[CH:6][CH:5]=[C:4]([Br:8])[N+:3]=1[O-:9]. Procedure details: To an ice-cold solution of 2,6-dibromopyridine (50 g, 0.21 mol) in trifluoroacetic acid (250 mL) was added 30% H2O2 solution (70 mL) drop wise over 1 h. The reaction mixture was washed, heated to 100° C. for 16 h then cooled to rt, poured into 1.50 L of water and the precipitate filtered. The solid thus obtained (10 g) was the starting material (2,6-dibromopyridine). The filtrate was extracted with dichloromethane (3×1 L) and the combined organic layer was washed with 0.50 M K2CO3 solution (3×50... The reactants are CNC (dimethylamine), NC=1SC2=C(N1)CCCC2=O (2-amino-5,6-dihydro-4H-benzothiazol-7-one), C1CCC2=NCCCN2CC1 (DBU), C1=CN(C=N1)C(=O)N2C=CN=C2 (CDI). Solvent: C(C)#N (acetonitrile). Reaction conditions: temperature 100 celsius, time 5 hour. Yields the product CN(C(=O)NC=1SC2=C(N1)CCCC2=O)C (1,1-Dimethyl-3-(7-oxo-4,5,6,7-tetrahydro-benzothiazol-2-yl)-urea). Reaction SMILES: [NH2:1][C:2]1[S:3][C:4]2[C:10](=[O:11])[CH2:9][CH2:8][CH2:7][C:5]=2[N:6]=1.C1CCN2C(=NCCC2)CC1.C1N=[CH:26][N:25]([C:28](N2C=NC=C2)=[O:29])[CH:24]=1.CNC>C(#N)C>[CH3:24][N:25]([CH3:26])[C:28]([NH:1][C:2]1[S:3][C:4]2[C:10](=[O:11])[CH2:9][CH2:8][CH2:7][C:5]=2[N:6]=1)=[O:29]. Reported procedure: A mixture of 2-amino-5,6-dihydro-4H-benzothiazol-7-one (10 g, 59 mmol), DBU (18 mL, 0.12 mol) and CDI (24 g, 0.15 mol) in 400 mL acetonitrile is stirred for 5 h at 100° C. Then dimethylamine (150 mL, 2M in THF) is added and the reaction mixture is stirred overnight at 100° C. The reaction mixture is concentrated under reduced pressure and the residue is poured in water. The mixture is acidified to pH 5 with 6 M HCl in water and extracted with ethyl acetate. The combined organic phases are dried ... Product: Cc1c(NC(=O)c2ccc(OCC3CCCO3)cc2)ccc2cc(CNC3CCCCC3O)cnc12. The reactants are CC(=O)O[BH-](OC(C)=O)OC(C)=O, CN1CCCC1=O, CC(=O)O, Cc1c(NC(=O)c2ccc(OCC3CCCO3)cc2)ccc2cc(C=O)cnc12, NC1CCCCC1O, [Na+], [Na+], [OH-]. Reaction SMILES: [C:38]([O:39][BH-:40]([O:41][C:42](=[O:43])[CH3:44])[O:45][C:46](=[O:47])[CH3:48])(=[O:49])[CH3:50].[CH3:54][N:55]1[CH2:56][CH2:57][CH2:58][C:59]1=[O:60].[CH3:61][C:62](=[O:63])[OH:64].[CH:1](=[O:2])[c:3]1[cH:4][n:5][c:6]2[c:7]([CH3:29])[c:8]([NH:13][C:14]([c:15]3[cH:16][cH:17][c:18]([O:21][CH2:22][CH:23]4[O:24][CH2:25][CH2:26][CH2:27]4)[cH:19][cH:20]3)=[O:28])[cH:9][cH:10][c:11]2[cH:12]1.[NH2:30][CH:31]1[CH:32]([OH:37])[CH2:33][CH2:34][CH2:35][CH2:36]1.[Na+:51].[Na+:53].[OH-:52]>>[CH2:1]([c:3]1[cH:4][n:5][c:6]2[c:7]([CH3:29])[c:8]([NH:13][C:14]([c:15]3[cH:16][cH:17][c:18]([O:21][CH2:22][CH:23]4[O:24][CH2:25][CH2:26][CH2:27]4)[cH:19][cH:20]3)=[O:28])[cH:9][cH:10][c:11]2[cH:12]1)[NH:30][CH:31]1[CH:32]([OH:37])[CH2:33][CH2:34][CH2:35][CH2:36]1.